This data is from the Open Reaction Database (ORD), a public repository of structured organic reaction records. The task is: describe an organic reaction: reactants, conditions, products, and yield Starting materials: C([O-])([O-])=O.[Ca+2] (calcium carbonate), C(C(O)C)(=O)O (lactic acid). The product is C(C(O)C)(=O)[O-] (lactate), C(=O)=O (carbon dioxide). As a reaction SMILES: [C:1](=O)([O-:3])[O-:2].[Ca+2].[C:6]([OH:11])(=[O:10])[CH:7]([CH3:9])[OH:8]>>[C:6]([O-:11])(=[O:10])[CH:7]([CH3:9])[OH:8].[C:1](=[O:3])=[O:2] |f:0.1|. Reported procedure: Isobutyl L-chloropropionate is advantageously prepared starting from D-lactic acid which can be prepared, for example, by a biotechnological process disclosed in EP-A 069 291. This entails a mixture of aqueous glucose solution, yeast autolysate, vitamins, catalytic amounts of phosphoric acid and a buffer for the lactic acid produced, e.g. calcium carbonate, being fermented at about 45° C. with the addition of lactic acid bacteria. The pH of the fermentation broth is preferably 4-6. A lactate is ... Starting materials: C(C)(C)C=1C=C2C=CC=NC2=C(C1)C=1C=C(C=CC1)C(C(=O)O)CC1=CC=C(C=C1)S(=O)(=O)C (2-[3-(6-Isopropyl-quinolin-8-yl)-phenyl]-3-(4-methanesulfonyl-phenyl)-propionic acid), CCN=C=NCCCN(C)C (EDCI), C(C)(C)N (isopropyl amine). The reagents and catalysts are CN(C)C=1C=CN=CC1 (DMAP). Run in C(Cl)Cl (CH2Cl2), C([O-])(O)=O.[Na+] (sodium bicarbonate), C(C)(=O)OCC (ethyl acetate). Reaction conditions: temperature 21 celsius, time 18 hour. The product is C(C)(C)NC(C(CC1=CC=C(C=C1)S(=O)(=O)C)C1=CC(=CC=C1)C=1C=C(C=C2C=CC=NC12)C(C)C)=O (N-Isopropyl-2-[3-(6-isopropyl-quinolin-8-yl)-phenyl]-3-(4-methanesulfonyl-phenyl)-propionamide). As a reaction SMILES: [CH:1]([C:4]1[CH:5]=[C:6]2[C:11](=[C:12]([C:14]3[CH:15]=[C:16]([CH:20]([CH2:24][C:25]4[CH:30]=[CH:29][C:28]([S:31]([CH3:34])(=[O:33])=[O:32])=[CH:27][CH:26]=4)[C:21](O)=[O:22])[CH:17]=[CH:18][CH:19]=3)[CH:13]=1)[N:10]=[CH:9][CH:8]=[CH:7]2)([CH3:3])[CH3:2].CCN=C=NCCCN(C)C.[CH:46]([NH2:49])([CH3:48])[CH3:47]>C(Cl)Cl.CN(C1C=CN=CC=1)C.C(=O)(O)[O-].[Na+].C(OCC)(=O)C>[CH:46]([NH:49][C:21](=[O:22])[CH:20]([C:16]1[CH:17]=[CH:18][CH:19]=[C:14]([C:12]2[CH:13]=[C:4]([CH:1]([CH3:2])[CH3:3])[CH:5]=[C:6]3[C:11]=2[N:10]=[CH:9][CH:8]=[CH:7]3)[CH:15]=1)[CH2:24][C:25]1[CH:30]=[CH:29][C:28]([S:31]([CH3:34])(=[O:33])=[O:32])=[CH:27][CH:26]=1)([CH3:48])[CH3:47] |f:5.6|. Procedure details: To a solution of Example 93 (100 mg, 0.21 mmol) in CH2Cl2 (2 mL) was added DMAP (26 mg, 0.21 mmol), EDCI (45 mg, 0.23 mmol), then isopropyl amine (1 mL, 12 mmol). The resulting reaction mixture was stirred 18 h at 21° C., then diluted with a sodium bicarbonate solution and ethyl acetate. The organic extracts were washed (H2O, brine), dried (MgSO4), filtered and concentrated. Purification by flash chromatography (eluting with hexane/ethyl acetate, 80:20 to 20:80) provided the title compound.